Dataset: the Open Reaction Database (ORD), a public repository of structured organic reaction records. Task: describe an organic reaction: reactants, conditions, products, and yield The solvent is CN(C)C=O (DMF). Run at time 2 hour. The reactants are C1(=CC=CC=C1)N1CCN(CC1)C(=O)OCC1=CC=CC=C1 (Benzyl 4-phenylpiperazine-1-carboxylate), BrN1C(CCC1=O)=O (N-bromosuccinimide). The yield is 86.5%. As a reaction SMILES: [C:1]1([N:7]2[CH2:12][CH2:11][N:10]([C:13]([O:15][CH2:16][C:17]3[CH:22]=[CH:21][CH:20]=[CH:19][CH:18]=3)=[O:14])[CH2:9][CH2:8]2)[CH:6]=[CH:5][CH:4]=[CH:3][CH:2]=1.[Br:23]N1C(=O)CCC1=O>CN(C=O)C>[Br:23][C:4]1[CH:3]=[CH:2][C:1]([N:7]2[CH2:8][CH2:9][N:10]([C:13]([O:15][CH2:16][C:17]3[CH:22]=[CH:21][CH:20]=[CH:19][CH:18]=3)=[O:14])[CH2:11][CH2:12]2)=[CH:6][CH:5]=1. Procedure: Benzyl 4-phenylpiperazine-1-carboxylate (2.1 g) was dissolved in DMF (80 ml), and N-bromosuccinimide (1.4 g) was added thereto, followed by stirring at room temperature for 2 hours. The reaction mixture was concentrated under reduced pressure and subjected to liquid separation by the addition of CHCl3 and a saturated aqueous sodium hydrogen carbonate solution. The organic layer was separated and dried over Na2SO4, and then the solvent was evaporated under reduced pressure. The obtained residue w... Yields the product BrC1=CC=C(C=C1)N1CCN(CC1)C(=O)OCC1=CC=CC=C1 (benzyl 4-(4-bromophenyl)piperazine-1-carboxylate). Starting materials: BrC1=C(C(=O)Cl)C=CC=C1 (2-bromobenzoyl chloride), CC(C)(C)O (2-methyl-2-propanol). The reagents and catalysts are CN(C1=CC=NC=C1)C (4-(dimethylamino)pyridine). Run in C(C)OCC (diethyl ether). Conditions: time 48 hour. Yields the product C(C)(C)(C)OC(C1=C(C=CC=C1)Br)=O (2-Bromobenzoic acid tert-butyl ester). Yield: 52.1%. RXN SMILES: [Br:1][C:2]1[CH:10]=[CH:9][CH:8]=[CH:7][C:3]=1[C:4](Cl)=[O:5].[CH3:11][C:12]([OH:15])([CH3:14])[CH3:13]>C(OCC)C.CN(C)C1C=CN=CC=1>[C:12]([O:15][C:4](=[O:5])[C:3]1[CH:7]=[CH:8][CH:9]=[CH:10][C:2]=1[Br:1])([CH3:14])([CH3:13])[CH3:11]. Procedure details: To a solution of 2-bromobenzoyl chloride 2.0 g, 9.11 mmol) in dry diethyl ether (40 mL) was added 2-methyl-2-propanol (0.96 mL, 10.02 mmol) followed by 4-(dimethylamino)pyridine (111 mg, 0.911 mmol) and the reaction mixture stirred at room temperature under nitrogen for 48 hours. The resulting white suspension was then partitioned between ethyl acetate (100 mL) and 1 M hydrochloric acid (100 mL). The organic phase was separated, washed with 1 M hydrochloric acid (100 mL), 2 M sodium hydroxide (2...